The task is: describe an organic reaction: reactants, conditions, products, and yield. This data is from the Open Reaction Database (ORD), a public repository of structured organic reaction records. Starting materials: CCOC(C)=O, [H][H], CC(=CCOc1ccc2c(c1)OCO2)CCC1OC1(C)CC(C)C, O=[Pt]. Product: CC(C)CC1(C)OC1CCC(C)CCOc1ccc2c(c1)OCO2. RXN SMILES: [CH3:29][CH2:30][O:31][C:32](=[O:33])[CH3:34].[H:25][H:26].[O:1]1[CH:2]([CH2:3][CH2:4][C:5](=[CH:6][CH2:7][O:8][c:9]2[cH:10][c:11]3[c:12]([cH:13][cH:14]2)[O:15][CH2:16][O:17]3)[CH3:18])[C:19]1([CH2:20][CH:21]([CH3:22])[CH3:23])[CH3:24].[Pt:27]=[O:28]>>[O:1]1[CH:2]([CH2:3][CH2:4][CH:5]([CH2:6][CH2:7][O:8][c:9]2[cH:10][c:11]3[c:12]([cH:13][cH:14]2)[O:15][CH2:16][O:17]3)[CH3:18])[C:19]1([CH2:20][CH:21]([CH3:22])[CH3:23])[CH3:24]. Starting materials: ClC1=NC(=CC(=N1)OC1=CC(=NN1C)C(F)(F)F)C (2-chloro-6-methyl-4-(1-methyl-3-trifluoromethyl-5-pyrazolyloxy)pyrimidine), S1C=C(C=C1)B(O)O (thiophene-3-boronic acid), C(O)([O-])=O.[Na+] (sodium hydrogen carbonate), C1(=CC=CC=C1)P(CCCCP(C1=CC=CC=C1)C1=CC=CC=C1)C1=CC=CC=C1 (1,4-bis(diphenylphosphino)butane), S1C=C(C=C1)B(O)O (thiophene-3-boronic acid). Reagents/catalysts: C1=CC=C(C=C1)C#N.C1=CC=C(C=C1)C#N.Cl[Pd]Cl (bis(benzonitrile)palladium(II)chloride). The solvent is O1CCOCC1 (dioxane), O (water), C1(=CC=CC=C1)C (toluene). Run at time 1 hour. Product: S1C=C(C=C1)C1=NC(=CC(=N1)OC1=CC(=NN1C)C(F)(F)F)C (2-(3-thienyl)-6-methyl-4-(1-methyl-3-trifluoromethyl-5-pyrazolyloxy)-pyrimidine). The yield is 86.0%. As a reaction SMILES: C1(P(C2C=CC=CC=2)CCCCP(C2C=CC=CC=2)C2C=CC=CC=2)C=CC=CC=1.Cl[C:32]1[N:37]=[C:36]([O:38][C:39]2[N:43]([CH3:44])[N:42]=[C:41]([C:45]([F:48])([F:47])[F:46])[CH:40]=2)[CH:35]=[C:34]([CH3:49])[N:33]=1.[S:50]1[CH:54]=[CH:53][C:52](B(O)O)=[CH:51]1.C(=O)([O-])O.[Na+]>C1C=CC(C#N)=CC=1.C1C=CC(C#N)=CC=1.Cl[Pd]Cl.O1CCOCC1.O.C1(C)C=CC=CC=1>[S:50]1[CH:54]=[CH:53][C:52]([C:32]2[N:37]=[C:36]([O:38][C:39]3[N:43]([CH3:44])[N:42]=[C:41]([C:45]([F:48])([F:47])[F:46])[CH:40]=3)[CH:35]=[C:34]([CH3:49])[N:33]=2)=[CH:51]1 |f:3.4,5.6.7|. Procedure: 0.145 g of 1,4-bis(diphenylphosphino)butane and 0.115 g bis(benzonitrile)palladium(II)chloride are refluxed in 10 m toluene under nitrogen for 2 hours. At room temperature 1 g 2-chloro-6-methyl-4-(1-methyl-3-trifluoromethyl-5-pyrazolyloxy)pyrimidine, 0.55 g thiophene-3-boronic acid, 0.8 g sodium hydrogen carbonate, 15 mL water and 20 mL dioxane are added, and the mixture is heated to reflux. After 2 hours another 0.2 g thiophene-3-boronic acid are added, and reflux continued for 1 hour. The orga... The reactants are NC=1N=C(SC1C(=O)OC)N1CC(OCC1)C (methyl 4-amino-2-(2-methylmorpholino)thiazole-5-carboxylate), C(=O)N (formamide). Yields the product CC1OCCN(C1)C=1SC2=C(NC=NC2=O)N1 (2-(2-Methylmorpholino)thiazolo[4,5-d]pyrimidin-7(4H)-one). Yield: 73.0%. RXN SMILES: [NH2:1][C:2]1[N:3]=[C:4]([N:11]2[CH2:16][CH2:15][O:14][CH:13]([CH3:17])[CH2:12]2)[S:5][C:6]=1[C:7]([O:9]C)=O.[CH:18]([NH2:20])=O>>[CH3:17][CH:13]1[CH2:12][N:11]([C:4]2[S:5][C:6]3[C:7](=[O:9])[N:20]=[CH:18][NH:1][C:2]=3[N:3]=2)[CH2:16][CH2:15][O:14]1. Procedure: The solution of methyl 4-amino-2-(2-methylmorpholino)thiazole-5-carboxylate (1.4 g, 5.4 mmol) in formamide (5 mL) was stirred at 200° C. for 1.5 hours. The mixture was cooled to ambient temperature. The precipitate was collected through filtration and washed with water to give the desired product (1.0 g, 73%). 1H NMR (300 MHz, d6-DMSO) δ 12.42 (br, 1H), 8.09 (s, 1H), 3.93˜3.82 (m, 3H), 3.61-3.54 (m, 2H), 3.24 (m, 1H), 2.92 (m, 1H), 1.16 (m, 3H); LC-MS: 253 (MH+). Starting materials: C(F)(F)(F)C(F)(F)C(=O)F (CF3CF2COF), CC(=O)CO (CH3COCH2OH), ice water. Run in C(C)N(CC)CC (triethylamine). Run at time 4 hour. The product is CC(=O)COC(=O)C(F)(F)C(F)(F)F (CH3C(O)CH2OCOCF2CF3). As a reaction SMILES: [CH3:1][C:2]([CH2:4][OH:5])=[O:3].[C:6]([C:10]([C:13](F)=[O:14])([F:12])[F:11])([F:9])([F:8])[F:7]>C(N(CC)CC)C>[CH3:1][C:2]([CH2:4][O:5][C:13]([C:10]([C:6]([F:9])([F:8])[F:7])([F:12])[F:11])=[O:14])=[O:3]. Reported procedure: CH3COCH2OH (150.0 g) and triethylamine (225.4 g) were put into a flask and stirred under cooling in an ice bath. CF3CF2COF (377.5 g) diluted with nitrogen gas was blown into the flask over a period of 4 hours, while maintaining the internal temperature to be at most 10° C. Then, the mixture was stirred at room temperature for 2 hours and then added to 500 mL of ice water. The reactants are CC(C)(C)OC(=O)N1CCCC1, CCOCC, [Li]C(C)CC, O=Cc1ccccc1. Yields the product CC(C)(C)OC(=O)N1CCCC1C(O)c1ccccc1. As a reaction SMILES: [C:1](=[O:2])([O:3][C:4]([CH3:5])([CH3:6])[CH3:7])[N:8]1[CH2:9][CH2:10][CH2:11][CH2:12]1.[CH3:26][CH2:27][O:28][CH2:29][CH3:30].[CH:13]([Li:14])([CH2:15][CH3:16])[CH3:17].[CH:18](=[O:19])[c:20]1[cH:21][cH:22][cH:23][cH:24][cH:25]1>>[C:1](=[O:2])([O:3][C:4]([CH3:5])([CH3:6])[CH3:7])[N:8]1[CH2:9][CH2:10][CH2:11][CH:12]1[CH:18]([OH:19])[c:20]1[cH:21][cH:22][cH:23][cH:24][cH:25]1.